Dataset: the Open Reaction Database (ORD), a public repository of structured organic reaction records. Task: describe an organic reaction: reactants, conditions, products, and yield Starting materials: CN(CCCO)C (3-dimethylamino-propanol), [H-].[Na+] (NaH), ClC=1N=NC(=CC1)Cl (3,6-dichloropyridazine). Run in O (water), CCOC(=O)C (EtOAc), C1CCOC1 (THF). Conditions: time 5 minute. Yields the product ClC=1N=NC(=CC1)OCCCN(C)C (3-chloro-6-(3-dimethylaminopropan-1-oxy)pyridazin). Reaction SMILES: [CH3:1][N:2]([CH3:7])[CH2:3][CH2:4][CH2:5][OH:6].[H-].[Na+].[Cl:10][C:11]1[N:12]=[N:13][C:14](Cl)=[CH:15][CH:16]=1>C1COCC1.O.CCOC(C)=O>[Cl:10][C:11]1[N:12]=[N:13][C:14]([O:6][CH2:5][CH2:4][CH2:3][N:2]([CH3:7])[CH3:1])=[CH:15][CH:16]=1 |f:1.2|. Procedure details: To a solution of 3-dimethylamino-propanol (95 μL) in 5 mL of THF at 0° C. was added NaH (20 mg). The mixture was stirred for 5 min; then 3,6-dichloropyridazine (100 mg) was added and the mixture was allowed to warm to room temperature and stirred overnight at this temperature. The mixture was diluted with 5 mL of water and 5 mL of EtOAc, the phases were separated, and the aqueous phase was extracted with 2×5 mL of EtOAc. The combined organics were washed with 5 mL of brine, dried over Na2SO4 and... Reactants: CC(=O)OCC1=C(N2[C@@H]([C@@H](C2=O)N)SC1)C(=O)O (7-aminocephalosporanic acid), B(F)(F)F.CCOCC (boron trifluoride etherate), CN1N=NN=C1CN1N=NN=C1S (1-(1-methyl-1H-tetrazol-5-ylmethyl)-1H-tetrazol-5-thiol), C(C)(=O)O (acetic acid). Run in O (water), O (water). Yields the product NC1[C@@H]2N(C(=C(CS2)C(CC2=NN=NN2C)SC2=NN=NN2)C(=O)O)C1=O (7-Amino-3-[1-(1-methyl-1H-tetrazol-5-ylmethyl)-1H-tetrazol-5-ylthiomethyl]-3-cephem-4-carboxylic acid). Isolated yield 80.0%. RXN SMILES: CC(O[CH2:5][C:6]1[CH2:15][S:14][C@@H:9]2[C@H:10]([NH2:13])[C:11](=[O:12])[N:8]2[C:7]=1[C:16]([OH:18])=[O:17])=O.CN1C(C[N:26]2[C:30]([SH:31])=[N:29][N:28]=[N:27]2)=NN=N1.[C:32](O)(=O)[CH3:33].B(F)(F)F.CCOCC>O>[NH2:13][CH:10]1[C:11](=[O:12])[N:8]2[C:7]([C:16]([OH:18])=[O:17])=[C:6]([CH:5]([S:31][C:30]3[NH:29][N:28]=[N:27][N:26]=3)[CH2:33][C:32]3[N:26]([CH3:30])[N:27]=[N:28][N:29]=3)[CH2:15][S:14][C@H:9]12 |f:3.4|. Reported procedure: A solution of 1.54 g. of 7-aminocephalosporanic acid and 1.0 g. (5 mmole) of 1-(1-methyl-1H-tetrazol-5-ylmethyl)-1H-tetrazol-5-thiol in 7.0 ml. of glacial acetic acid was heated in an oil bath to a temperature of about 65°-70° C. To the hot reaction mixture were added 3.6 ml. of boron trifluoride etherate, and the reaction mixture was heated at a temperature of 65°-70° C. for one hour with stirring. The reaction mixture was then cooled to room temperature and 10 ml. of water were added. The reac... The reactants are Oc1ncnc(O)c1Br, O=C([O-])[O-], SCc1ccccc1, CN(C)C=O, Cl, [K+], [K+], O. Yields the product Oc1ncnc(O)c1SCc1ccccc1. RXN SMILES: [Br:9][c:10]1[c:11]([OH:17])[n:12][cH:13][n:14][c:15]1[OH:16].[C:18](=[O:19])([O-:20])[O-:21].[CH2:1]([c:2]1[cH:3][cH:4][cH:5][cH:6][cH:7]1)[SH:8].[CH3:25][N:26]([CH3:27])[CH:28]=[O:29].[ClH:24].[K+:22].[K+:23].[OH2:30]>>[CH2:1]([c:2]1[cH:3][cH:4][cH:5][cH:6][cH:7]1)[S:8][c:10]1[c:11]([OH:17])[n:12][cH:13][n:14][c:15]1[OH:16]. The reactants are BrCC1=CC=C(C=C1)C1=CC(=C(C=C1)F)F (4'-bromomethyl-3,4-difluorobiphenyl), C(=CC)[Si@@H]1CC[C@H](CC1)CBr (trans-1-(1-propenyl)-4-bromomethyl-1-silacyclohexane), [Mg] (magnesium). Solvent: C1CCOC1 (THF), C1CCOC1 (THF). The product is cuprous chloride, C(=CC)[Si@@H]1CC[C@H](CC1)CCC1=CC=C(C=C1)C1=CC(=C(C=C1)F)F (4-[2-(trans-4-(1-propenyl)-4-silacyclohexyl) ethyl]-3',4'-difluorobiphenyl). Isolated yield 86.0%. As a reaction SMILES: [CH:1]([Si@H:4]1[CH2:9][CH2:8][C@H:7]([CH2:10]Br)[CH2:6][CH2:5]1)=[CH:2][CH3:3].[Mg].Br[CH2:14][C:15]1[CH:20]=[CH:19][C:18]([C:21]2[CH:26]=[CH:25][C:24]([F:27])=[C:23]([F:28])[CH:22]=2)=[CH:17][CH:16]=1>C1COCC1>[CH:1]([Si@H:4]1[CH2:9][CH2:8][C@H:7]([CH2:10][CH2:14][C:15]2[CH:16]=[CH:17][C:18]([C:21]3[CH:26]=[CH:25][C:24]([F:27])=[C:23]([F:28])[CH:22]=3)=[CH:19][CH:20]=2)[CH2:6][CH2:5]1)=[CH:2][CH3:3]. Procedure: 4.7 g (20 mmol) of trans-1-(1-propenyl)-4-bromomethyl-1-silacyclohexane was dripped into a mixture of 0.5 g (21 mmol) of magnesium and 50 ml of THF to obtain a Grignard's reagent. This solution was then dripped into a 50 ml THF solution of 5.7 g (20 mmol) of 4'-bromomethyl-3,4-difluorobiphenyl and a catalytic amount of cuprous chloride to obtain 4-[2-(trans-4-(1-propenyl)-4-silacyclohexyl) ethyl]-3',4'-difluorobiphenyl. The silacyclohexane rings of this product were a mixture of trans isomers an...